The task is: describe an organic reaction: reactants, conditions, products, and yield. This data is from the Open Reaction Database (ORD), a public repository of structured organic reaction records. Starting materials: OC(CN1C(NC2=C1C=CC=C2)=O)C (N-(2-hydroxy-propyl)-benzimidazolone), O=S(Cl)Cl (SOCl2). Run in O1CCOCC1 (dioxane). Product: ClC(CN1C(NC2=C1C=CC=C2)=O)C (N-(2-chloro-propyl)-benzimidazolone). Reaction SMILES: O[CH:2]([CH3:14])[CH2:3][N:4]1[C:8]2[CH:9]=[CH:10][CH:11]=[CH:12][C:7]=2[NH:6][C:5]1=[O:13].O=S(Cl)[Cl:17]>O1CCOCC1>[Cl:17][CH:2]([CH3:14])[CH2:3][N:4]1[C:8]2[CH:9]=[CH:10][CH:11]=[CH:12][C:7]=2[NH:6][C:5]1=[O:13]. Procedure: 13.2 gm of N-(2-hydroxy-propyl)-benzimidazolone were issolved in 150 ml of dioxane, and after addition of 8 ml of SOCl2 the mixture was refluxed for one hour. After evaporation is vacuo, the residue was dissolved in ethyl acetate, and the solution was washed with a sodium bicarbonate solution and water, and dried over Na2SO4. After distilling off the solvent, 13.4 gm of N-(2-chloro-propyl)-benzimidazolone were obtained. The reactants are compound, C(C)(=O)C1=C(C(=C(C=C1)O)CCC)O (4-acetyl-3-hydroxy-2-propyl phenol), C([O-])([O-])=O.[K+].[K+] (potassium carbonate), CC(=O)C (acetone). Run at time 2 day. Product: C(C)(=O)C1=C(C(=C(OCCCCCOC2=C(C=O)C=CC=C2)C=C1)CCC)O (2-[5-(4-acetyl-3-hydroxy-2-propylphenoxy)pentoxy]benzaldehyde). Reaction SMILES: [C:1]([C:4]1[CH:9]=[CH:8][C:7]([OH:10])=[C:6]([CH2:11][CH2:12][CH3:13])[C:5]=1[OH:14])(=[O:3])[CH3:2].[C:15](=[O:18])([O-])[O-].[K+].[K+].[CH3:21][C:22]([CH3:24])=[O:23]>>[C:1]([C:4]1[CH:9]=[CH:8][C:7]([O:10][CH2:8][CH2:7][CH2:6][CH2:11][CH2:12][O:23][C:22]2[CH:24]=[CH:4][CH:1]=[CH:2][C:21]=2[CH:15]=[O:18])=[C:6]([CH2:11][CH2:12][CH3:13])[C:5]=1[OH:14])(=[O:3])[CH3:2] |f:1.2.3|. Reported procedure: A solution of salicylaldehyde (82 mmoles) in acetone (50 ml) was added dropwise to a refluxing solution of 1,5-dibromopentane (90.2 mmoles), potassium carbonate (90.2 mmoles) and potassium iodide (0.4 g) in acetone (200 ml). The mixture was refluxed for 18 hours, filtered and the filtrate concentrated. The residue was dissolved in ether and washed with cold 10% sodium hydroxide solution, water and brine. The organic layer was dried over magnesiun sulfate and concentrated. The product was purifie... Reactants: CC1CCC=2C(=NC(N(C2C1)C(C)C)=O)C1=CC=CC=C1 (7-methyl-1-isopropyl-4-phenyl-5,6,7,8-tetrahydro-2(1H) quinazolinone), [S] (sulfur), [OH-].[Na+] (sodium hydroxide), [Cl-].[Ca+2].[Cl-] (calcium chloride), CCOCCOCCO (carbitol). Run in C1=CC=CC=C1 (benzene), C1=CC=CC=C1 (benzene), Cl (hydrochloric acid). Reaction conditions: temperature 65 celsius. Yields the product C(C)(C)N1C(N=C(C2=CC=C(C=C12)C)C1=CC=CC=C1)=O (1-isopropyl-4-phenyl-7-methyl-2[1H]quinazolinone). RXN SMILES: [CH3:1][CH:2]1[CH2:11][C:10]2[N:9]([CH:12]([CH3:14])[CH3:13])[C:8](=[O:15])[N:7]=[C:6]([C:16]3[CH:21]=[CH:20][CH:19]=[CH:18][CH:17]=3)[C:5]=2[CH2:4][CH2:3]1.[S].[OH-].[Na+].[Cl-].[Ca+2].[Cl-].CCOCCOCCO>C1C=CC=CC=1.Cl>[CH:12]([N:9]1[C:10]2[C:5](=[CH:4][CH:3]=[C:2]([CH3:1])[CH:11]=2)[C:6]([C:16]2[CH:17]=[CH:18][CH:19]=[CH:20][CH:21]=2)=[N:7][C:8]1=[O:15])([CH3:14])[CH3:13] |f:2.3,4.5.6,^3:21|. Reported procedure: A mixture of 28.2 g. of 7-methyl-1-isopropyl-4-phenyl-5,6,7,8-tetrahydro-2(1H) quinazolinone, 9.6 g. of sulfur, 10 gms of sodium hydroxide, 20 gms of calcium chloride and 200 mls of carbitol (2-[2-ethoxyethoxy]ethanol) is heated under a nitrogen blanket at 150° C. for 2 hours. The resulting mixture is then cooled to 65° C., 500 mls. of benzene added and the mixture cooled with stirring to 15° C. and the liquid phase decanted. The organic phase is washed with water and evaporated to obtain an oil... Starting materials: CC(Cc1cccc(C=O)c1)N(CC(O[Si](C)(C)C(C)(C)C)c1ccc(O)c2[nH]c(=O)ccc12)C(=O)OC(C)(C)C, CC(=O)O[BH-](OC(C)=O)OC(C)=O, O=C([O-])O, CC(=O)O, CN1CCCC1=O, CC(C)c1cc(C(=O)N2CCOC3(CCNCC3)C2)cs1, [Na+], [Na+], O. Product: CC(C)c1cc(C(=O)N2CCOC3(CCN(Cc4cccc(CC(C)N(CC(O[Si](C)(C)C(C)(C)C)c5ccc(O)c6[nH]c(=O)ccc56)C(=O)OC(C)(C)C)c4)CC3)C2)cs1. RXN SMILES: [C:1]([CH3:2])([CH3:3])([CH3:4])[Si:5]([O:6][CH:7]([CH2:8][N:9]([C:10]([O:11][C:12]([CH3:13])([CH3:14])[CH3:15])=[O:16])[CH:17]([CH2:18][c:19]1[cH:20][c:21]([CH:25]=[O:26])[cH:22][cH:23][cH:24]1)[CH3:27])[c:28]1[c:29]2[cH:30][cH:31][c:32](=[O:39])[nH:33][c:34]2[c:35]([OH:38])[cH:36][cH:37]1)([CH3:40])[CH3:41].[C:63]([O:64][BH-:65]([O:66][C:67](=[O:68])[CH3:69])[O:70][C:71](=[O:72])[CH3:73])(=[O:74])[CH3:75].[C:77](=[O:78])([OH:79])[O-:80].[CH3:83][C:84](=[O:85])[OH:86].[CH3:87][N:88]1[CH2:89][CH2:90][CH2:91][C:92]1=[O:93].[CH:42]([CH3:43])([CH3:44])[c:45]1[cH:46][c:47]([C:50](=[O:51])[N:52]2[CH2:53][CH2:54][O:55][C:56]3([CH2:57]2)[CH2:58][CH2:59][NH:60][CH2:61][CH2:62]3)[cH:48][s:49]1.[Na+:76].[Na+:81].[OH2:82]>>[C:1]([CH3:2])([CH3:3])([CH3:4])[Si:5]([O:6][CH:7]([CH2:8][N:9]([C:10]([O:11][C:12]([CH3:13])([CH3:14])[CH3:15])=[O:16])[CH:17]([CH2:18][c:19]1[cH:20][c:21]([CH2:25][N:60]2[CH2:59][CH2:58][C:56]3([O:55][CH2:54][CH2:53][N:52]([C:50]([c:47]4[cH:46][c:45]([CH:42]([CH3:43])[CH3:44])[s:49][cH:48]4)=[O:51])[CH2:57]3)[CH2:62][CH2:61]2)[cH:22][cH:23][cH:24]1)[CH3:27])[c:28]1[c:29]2[cH:30][cH:31][c:32](=[O:39])[nH:33][c:34]2[c:35]([OH:38])[cH:36][cH:37]1)([CH3:40])[CH3:41]. Reported procedure: Under a atmosphere of nitrogen, azodicarboxylic dipiperidide (0.50 g, 1.89 mmol) was added at 0–5° C. to a stirred solution of tributylphosphine (0.37 mL, 1.89 mmol), (S)-ethyl 2-ethoxy-3-(4-hydroxyphenyl)-propionate (0.32 g, 1.32 mmol) and (E)(E)(S) 2-ethoxy-3-(4-{3-[4′-{3-hydroxy-1-methyl-propenyl)-biphenyl-4-yl]-but-2-enyloxy}-phenyl)-propionic acid ethyl ester (0.65 g, 1.26 mmol) in dry THF (15 ml). The mixture was warmed to room temperature, and stirred for 18 h. The resulting mixture was d... Product: C(C)OC([C@H](CC1=CC=C(C=C1)OC\C=C(/C)\C1=CC=C(C=C1)C1=CC=C(C=C1)\C(=C\COC1=CC=C(C=C1)C[C@@H](C(=O)OCC)OCC)\C)OCC)=O ((E)(E)(S)(S) 2-Ethoxy-3-{4-[3-(4′-{3-[4-(2-ethoxy-2-ethoxycarbonyl-ethyl)-phenoxy]-1-methyl-propenyl}-biphenyl-4-yl)-but-2-enyloxy]-phenyl}-propionic acid ethyl ester). Run in C1CCOC1 (THF), O (water), C(C)(=O)OCC (ethyl acetate). The reactants are azodicarboxylic dipiperidide, C(CCC)P(CCCC)CCCC (tributylphosphine), C(C)O[C@H](C(=O)OCC)CC1=CC=C(C=C1)O ((S)-ethyl 2-ethoxy-3-(4-hydroxyphenyl)-propionate), C(C)OC([C@H](CC1=CC=C(C=C1)OC\C=C(/C)\C1=CC=C(C=C1)C1=CC=C(C=C1)\C(=C\CO)\C)OCC)=O ((E)(E)(S) 2-ethoxy-3-(4-{3-[4′-{3-hydroxy-1-methyl-propenyl)-biphenyl-4-yl]-but-2-enyloxy}-phenyl)-propionic acid ethyl ester). Isolated yield 62.6%. Run at time 18 hour. As a reaction SMILES: C(P(CCCC)CCCC)CCC.[CH2:14]([O:16][C@@H:17]([CH2:23][C:24]1[CH:29]=[CH:28][C:27]([OH:30])=[CH:26][CH:25]=1)[C:18]([O:20][CH2:21][CH3:22])=[O:19])[CH3:15].[CH2:31]([O:33][C:34](=[O:68])[C@@H:35]([O:65][CH2:66][CH3:67])[CH2:36][C:37]1[CH:42]=[CH:41][C:40]([O:43][CH2:44]/[CH:45]=[C:46](/[C:48]2[CH:53]=[CH:52][C:51]([C:54]3[CH:59]=[CH:58][C:57](/[C:60](/[CH3:64])=[CH:61]/[CH2:62]O)=[CH:56][CH:55]=3)=[CH:50][CH:49]=2)\[CH3:47])=[CH:39][CH:38]=1)[CH3:32]>C1COCC1.O.C(OCC)(=O)C>[CH2:21]([O:20][C:18](=[O:19])[C@@H:17]([O:16][CH2:14][CH3:15])[CH2:23][C:24]1[CH:25]=[CH:26][C:27]([O:30][CH2:62]/[CH:61]=[C:60](/[C:57]2[CH:56]=[CH:55][C:54]([C:51]3[CH:52]=[CH:53][C:48](/[C:46](/[CH3:47])=[CH:45]/[CH2:44][O:43][C:40]4[CH:39]=[CH:38][C:37]([CH2:36][C@H:35]([O:65][CH2:66][CH3:67])[C:34]([O:33][CH2:31][CH3:32])=[O:68])=[CH:42][CH:41]=4)=[CH:49][CH:50]=3)=[CH:59][CH:58]=2)\[CH3:64])=[CH:28][CH:29]=1)[CH3:22]. The reactants are CCO, C=CC1(CC(=O)OC)CCC1, Cl, [Na+], C1CCOC1, [OH-], OO. Product: O=C1CC2(CCC2)CCO1. RXN SMILES: [CH3:22][CH2:23][OH:24].[CH:1](=[CH2:2])[C:3]1([CH2:7][C:8](=[O:9])[O:10][CH3:11])[CH2:4][CH2:5][CH2:6]1.[ClH:16].[Na+:13].[O:17]1[CH2:18][CH2:19][CH2:20][CH2:21]1.[OH-:12].[OH:14][OH:15]>>[CH2:1]1[C:3]2([CH2:4][CH2:5][CH2:6]2)[CH2:7][C:8](=[O:9])[O:10][CH2:11]1. Isolated yield 34.4%. Reported procedure: A solution of α-(2-nitro-2-propyl)-2,8-bis(trifluoromethyl)-4-quinolinemethanol (200 mg, 0.52 mmol) in acetic acid (2 mL) was treated slowly with zinc dust, stirred at room temperature for 30 min, filtered through Celite, concentrated in vacuo and the resulting viscous oil purified by chromatography [SiO2, EtOAc] to give the title compound (63 mg, 31%) as a white solid: mp 175-176° C.; IR νmax (Nujol)/cm−1 3372, 2925, 1741, 1310,1145, 1111,756 and 684; NMR δH (400 MHz, CDC3) 0.84 (3H, s), 0.99 (... Reaction SMILES: [N+:1]([C:4]([CH:7]([C:9]1[C:18]2[C:13](=[C:14]([C:19]([F:22])([F:21])[F:20])[CH:15]=[CH:16][CH:17]=2)[N:12]=[C:11]([C:23]([F:26])([F:25])[F:24])[CH:10]=1)[OH:8])([CH3:6])[CH3:5])([O-])=O>C(O)(=O)C.[Zn]>[NH2:1][C:4]([CH:7]([C:9]1[C:18]2[C:13](=[C:14]([C:19]([F:20])([F:21])[F:22])[CH:15]=[CH:16][CH:17]=2)[N:12]=[C:11]([C:23]([F:26])([F:24])[F:25])[CH:10]=1)[OH:8])([CH3:6])[CH3:5]. Yields the product NC(C)(C)C(O)C1=CC(=NC2=C(C=CC=C12)C(F)(F)F)C(F)(F)F (α-(2-Amino-2-propyl)-2,8-bis(trifluoromethyl)-4-quinolinemethanol). The solvent is C(C)(=O)O (acetic acid). The reagents and catalysts are [Zn] (zinc). Reaction conditions: time 30 minute. The reactants are [N+](=O)([O-])C(C)(C)C(O)C1=CC(=NC2=C(C=CC=C12)C(F)(F)F)C(F)(F)F (α-(2-nitro-2-propyl)-2,8-bis(trifluoromethyl)-4-quinolinemethanol).